Dataset: the Open Reaction Database (ORD), a public repository of structured organic reaction records. Task: describe an organic reaction: reactants, conditions, products, and yield Reactants: CC(OC(=O)Cl)Cl (ACE-Cl), C(C1=CC=CC=C1)N1C[C@]2(CCC3=C([C@H]2C1)C=CC=C3C3CC3)C (cis-2-Benzyl-6-cyclopropyl-3a-methyl-2,3,3a,4,5,9b-hexahydro-1H-benzo[e]isoindole), CO (MeOH). Run in C1(=CC=CC=C1)C (toluene). Conditions: temperature 160 celsius. The product is Cl.C1(CC1)C1=CC=CC=2[C@H]3CNC[C@]3(CCC21)C (cis-6-cyclopropyl-3a-methyl-2,3,3a,4,5,9b-hexahydro-1H-benzo[e]isoindole hydrochloride). Isolated yield 9.3%. Reaction SMILES: C([N:8]1[CH2:16][C@H:15]2[C@:10]([CH3:24])([CH2:11][CH2:12][C:13]3[C:20]([CH:21]4[CH2:23][CH2:22]4)=[CH:19][CH:18]=[CH:17][C:14]=32)[CH2:9]1)C1C=CC=CC=1.CC(Cl)OC([Cl:30])=O.CO>C1(C)C=CC=CC=1>[ClH:30].[CH:21]1([C:20]2[C:13]3[CH2:12][CH2:11][C@@:10]4([CH3:24])[C@H:15]([CH2:16][NH:8][CH2:9]4)[C:14]=3[CH:17]=[CH:18][CH:19]=2)[CH2:23][CH2:22]1 |f:4.5|. Reported procedure: cis-2-Benzyl-6-cyclopropyl-3a-methyl-2,3,3a,4,5,9b-hexahydro-1H-benzo[e]isoindole (0.359 mmol, 75 mg) was dissolved in toluene (1 ml). ACE-Cl (1.654 mmol, 182 μl) was added and the reaction mixture; was heated in a microwave reactor at 160° C. for 15 minutes. MeOH (1 ml) was added and the mixture was again heated in a microwave reactor at 160° C. for 5 minutes. The resulting mixture was passed through an SCX cartridge and the resulting filtrate was concentrated in vacuo to give a crude residue t... The reactants are O=Cc1cc(Br)co1, O=C([O-])[O-], Cc1ccccc1, CCO, [Na+], [Na+], O, OB(O)c1ccccc1, c1ccc(P(c2ccccc2)(c2ccccc2)[Pd](P(c2ccccc2)(c2ccccc2)c2ccccc2)(P(c2ccccc2)(c2ccccc2)c2ccccc2)P(c2ccccc2)(c2ccccc2)c2ccccc2)cc1. Yields the product O=Cc1cc(-c2ccccc2)co1. RXN SMILES: [Br:1][c:2]1[cH:3][c:4]([CH:7]=[O:8])[o:5][cH:6]1.[C:18](=[O:19])([O-:20])[O-:21].[CH3:25][c:26]1[cH:27][cH:28][cH:29][cH:30][cH:31]1.[CH3:32][CH2:33][OH:34].[Na+:22].[Na+:23].[OH2:24].[c:9]1([B:15]([OH:16])[OH:17])[cH:10][cH:11][cH:12][cH:13][cH:14]1.[cH:35]1[cH:36][cH:37][c:38]([P:39]([Pd:40]([P:41]([c:42]2[cH:43][cH:44][cH:45][cH:46][cH:47]2)([c:48]2[cH:49][cH:50][cH:51][cH:52][cH:53]2)[c:54]2[cH:55][cH:56][cH:57][cH:58][cH:59]2)([P:60]([c:61]2[cH:62][cH:63][cH:64][cH:65][cH:66]2)([c:67]2[cH:68][cH:69][cH:70][cH:71][cH:72]2)[c:73]2[cH:74][cH:75][cH:76][cH:77][cH:78]2)[P:79]([c:80]2[cH:81][cH:82][cH:83][cH:84][cH:85]2)([c:86]2[cH:87][cH:88][cH:89][cH:90][cH:91]2)[c:92]2[cH:93][cH:94][cH:95][cH:96][cH:97]2)([c:98]2[cH:99][cH:100][cH:101][cH:102][cH:103]2)[c:104]2[cH:105][cH:106][cH:107][cH:108][cH:109]2)[cH:110][cH:111]1>>[c:2]1(-[c:9]2[cH:10][cH:11][cH:12][cH:13][cH:14]2)[cH:3][c:4]([CH:7]=[O:8])[o:5][cH:6]1. Starting materials: CCOC(=O)N=NC(=O)OCC, C1CCOC1, COC(=O)CCc1ccc(OCc2cccc(-c3ccc(O)cc3C)c2)cc1, c1ccc(P(c2ccccc2)c2ccccc2)cc1, OCCCc1ccccn1. Yields the product COC(=O)CCc1ccc(OCc2cccc(-c3ccc(OCCCc4ccccn4)cc3C)c2)cc1. Reaction SMILES: [O:58]=[C:59]([O:60][CH2:61][CH3:62])[N:63]=[N:64][C:65]([O:66][CH2:67][CH3:68])=[O:69].[O:70]1[CH2:71][CH2:72][CH2:73][CH2:74]1.[OH:1][c:2]1[cH:3][c:4]([CH3:28])[c:5](-[c:8]2[cH:9][c:10]([CH2:14][O:15][c:16]3[cH:17][cH:18][c:19]([CH2:22][CH2:23][C:24](=[O:25])[O:26][CH3:27])[cH:20][cH:21]3)[cH:11][cH:12][cH:13]2)[cH:6][cH:7]1.[c:39]1([P:40]([c:41]2[cH:42][cH:43][cH:44][cH:45][cH:46]2)[c:47]2[cH:48][cH:49][cH:50][cH:51][cH:52]2)[cH:53][cH:54][cH:55][cH:56][cH:57]1.[n:29]1[c:30]([CH2:35][CH2:36][CH2:37][OH:38])[cH:31][cH:32][cH:33][cH:34]1>>[O:1]([c:2]1[cH:3][c:4]([CH3:28])[c:5](-[c:8]2[cH:9][c:10]([CH2:14][O:15][c:16]3[cH:17][cH:18][c:19]([CH2:22][CH2:23][C:24](=[O:25])[O:26][CH3:27])[cH:20][cH:21]3)[cH:11][cH:12][cH:13]2)[cH:6][cH:7]1)[CH2:37][CH2:36][CH2:35][c:30]1[n:29][cH:34][cH:33][cH:32][cH:31]1. Reactants: Cn1ncc2[nH]c3ccc(C(=O)c4ccccc4)cc3c(=O)c21, O=P(Cl)(Cl)Cl. Product: Cn1ncc2[nH]c3ccc(C(O)c4ccccc4)cc3c(=O)c21. As a reaction SMILES: [C:1]([c:2]1[cH:3][cH:4][cH:5][cH:6][cH:7]1)(=[O:8])[c:9]1[cH:10][c:11]2[c:12](=[O:23])[c:13]3[c:14]([nH:15][c:16]2[cH:17][cH:18]1)[cH:19][n:20][n:21]3[CH3:22].[P:24]([Cl:25])([Cl:26])([Cl:27])=[O:28]>>[CH:1]([c:2]1[cH:3][cH:4][cH:5][cH:6][cH:7]1)([OH:8])[c:9]1[cH:10][c:11]2[c:12](=[O:23])[c:13]3[c:14]([nH:15][c:16]2[cH:17][cH:18]1)[cH:19][n:20][n:21]3[CH3:22]. Reactants: [C-]1(C=CC=C1)C(=O)CCCCC(=O)Cl.[CH-]1C=CC=C1.[Fe+2] (ferrocenoyl valeroyl chloride), [Cl-].[Al+3].[Cl-].[Cl-] (aluminium chloride). Run in C(Cl)Cl (methylene chloride). Yields the product ClC1=C(CCC1)C(=O)[C-]1C=CC=C1.[CH-]1C=CC=C1.[Fe+2] (1-chloro-2-ferrocenoylcyclopent-1-ene). Reaction SMILES: [C-:1]1([C:6]([CH2:8][CH2:9][CH2:10][CH2:11][C:12]([Cl:14])=O)=[O:7])[CH:5]=[CH:4][CH:3]=[CH:2]1.[CH-:15]1[CH:19]=[CH:18][CH:17]=[CH:16]1.[Fe+2:20].[Cl-].[Al+3].[Cl-].[Cl-]>C(Cl)Cl>[Cl:14][C:12]1[CH2:11][CH2:10][CH2:9][C:8]=1[C:6]([C-:1]1[CH:5]=[CH:4][CH:3]=[CH:2]1)=[O:7].[CH-:15]1[CH:19]=[CH:18][CH:17]=[CH:16]1.[Fe+2:20] |f:0.1.2,3.4.5.6,8.9.10|. Procedure details: This brown oil (ferrocenoyl valeroyl chloride) assumed to be 0.01 mole from the above preparation in methylene chloride (100 ml) was stirred at 0°-5° and aluminium chloride (1.3g; 0.01 mole) was added. Ice was then added and the organic layer was separated. The aqueous layer was extracted with chloroform. The combined organic fractions were washed with water, dried (magnesium sulphate) and evaporated to yield a red oil which was purified by dry-column chromatography on silica, which had been dea... The reactants are ClCCCOC1=CC=C(C=C1)C=1SC(=C(N1)C)CO ({2-[4-(3-chloropropoxy)phenyl]-4-methyl-1,3-thiazol-5-yl}methanol), N1C(CCC1)=O (pyrrolidinone), C1(=CC=C(C=C1)S(=O)(=O)O)C (p-toluenesulfonic acid). Solvent: C1(=CC=CC=C1)C (toluene). The product is ClCCCOC1=CC=C(C=C1)C=1SC(=C(N1)C)CN1C(CCC1)=O (1-({2-[4-(3-chloropropoxy)phenyl]-4-methyl-1,3-thiazol-5-yl}methyl)pyrrolidin-2-one). The yield is 100.0%. Reaction SMILES: [Cl:1][CH2:2][CH2:3][CH2:4][O:5][C:6]1[CH:11]=[CH:10][C:9]([C:12]2[S:13][C:14]([CH2:18]O)=[C:15]([CH3:17])[N:16]=2)=[CH:8][CH:7]=1.[NH:20]1[CH2:24][CH2:23][CH2:22][C:21]1=[O:25].C1(C)C=CC(S(O)(=O)=O)=CC=1>C1(C)C=CC=CC=1>[Cl:1][CH2:2][CH2:3][CH2:4][O:5][C:6]1[CH:7]=[CH:8][C:9]([C:12]2[S:13][C:14]([CH2:18][N:20]3[CH2:24][CH2:23][CH2:22][C:21]3=[O:25])=[C:15]([CH3:17])[N:16]=2)=[CH:10][CH:11]=1. Reported procedure: In a flask fitted with a magnetic stirrer and a reflux condenser, {2-[4-(3-chloropropoxy)phenyl]-4-methyl-1,3-thiazol-5-yl}methanol i109 (0.67 mmol, 1 eq, 0.2 g), pyrrolidinone (0.8 mmol, 1.2 eq, 0.069 g) and p-toluenesulfonic acid (0.067 mmol, 0.1 eq, 0.013 g) are dissolved in toluene (5 ml) and the mixture is brought to reflux overnight. After this time, the mixture is concentrated, taken up in ethyl acetate and washed with a saturated solution of sodium bicarbonate. The organic layer is dried...